The task is: describe an organic reaction: reactants, conditions, products, and yield. This data is from the Open Reaction Database (ORD), a public repository of structured organic reaction records. Reactants: NNC(=S)N (thiosemicarbazide), NNC(=S)N (Thiosemicarbazide), CC(C)NC(CCC(C1=CC=CC=C1)=O)=O (N-(1-methylethyl)-4-oxo-4-phenyl-butyramide), Cl (HCl), O (water). Solvent: CO (methanol). Reaction conditions: time 24 hour. Product: NC(=S)NN=C(CCC(=O)NC(C)C)C1=CC=CC=C1 (4-[(Aminothioxomethyl)hydrazono]-N-(1-methylethyl)-4-phenyl-butanamide). The yield is 70.9%. As a reaction SMILES: [NH2:1][NH:2][C:3]([NH2:5])=[S:4].[CH3:6][CH:7]([NH:9][C:10](=[O:21])[CH2:11][CH2:12][C:13](=O)[C:14]1[CH:19]=[CH:18][CH:17]=[CH:16][CH:15]=1)[CH3:8].Cl.O>CO>[NH2:5][C:3]([NH:2][N:1]=[C:13]([C:14]1[CH:15]=[CH:16][CH:17]=[CH:18][CH:19]=1)[CH2:12][CH2:11][C:10]([NH:9][CH:7]([CH3:8])[CH3:6])=[O:21])=[S:4]. Reported procedure: Thiosemicarbazide (2.08 g, 22.8 mmol) was added to a solution of N-(1-methylethyl)-4-oxo-4-phenyl-butyramide (5.0 g, 22.8 mmol), prepared in the previous step, in 80 ml of methanol plus 6.2 ml of 1 N HCl plus 6.2 ml of water and the reaction stirred at room temperature for 2 days. An additional 1.04 g (11.4 mmol) of thiosemicarbazide was added and the reaction stirred at room temperature for 24 hours. The reaction was cooled in an ice bath and a white solid precipitated. The solid was collected ... The reactants are C(C1=CC=CC=C1)OCCCON1C2=NC(=NC(=C2N=C1)Cl)NC=O (9-(3-benzyloxyprop-1-oxy)-6-chloro-2-formamidopurine), [O-]CC.[Na+] (sodium ethoxide). Run in C(C)O (ethanol). Product: NC1=NC(=C2N=CN(C2=N1)OCCCOCC1=CC=CC=C1)OCC (2-Amino-9-(3-benzyloxyprop-1-oxy)-6-ethoxypurine). The yield is 8.0%. As a reaction SMILES: [CH2:1]([O:8][CH2:9][CH2:10][CH2:11][O:12][N:13]1[CH:21]=[N:20][C:19]2[C:14]1=[N:15][C:16]([NH:23]C=O)=[N:17][C:18]=2Cl)[C:2]1[CH:7]=[CH:6][CH:5]=[CH:4][CH:3]=1.[O-:26][CH2:27][CH3:28].[Na+]>C(O)C>[NH2:23][C:16]1[N:15]=[C:14]2[C:19]([N:20]=[CH:21][N:13]2[O:12][CH2:11][CH2:10][CH2:9][O:8][CH2:1][C:2]2[CH:3]=[CH:4][CH:5]=[CH:6][CH:7]=2)=[C:18]([O:26][CH2:27][CH3:28])[N:17]=1 |f:1.2|. Procedure details: A solution of 9-(3-benzyloxyprop-1-oxy)-6-chloro-2-formamidopurine (500 mg, 1.38 mmol) in 0.4M sodium ethoxide in ethanol (10 ml) was heated at 80° C. for 2.5 hours. The mixture was then cooled and evaporated under reduced pressure. The residue was dissolved in water (20 ml) and the solution was brought to pH 7 with dilute hydrochloric acid. The aqueous solution was extracted with chloroform (2×20 ml) and the combined extracts were washed with water (10 ml), dried (magnesium sulphate) and evapor... Reactants: N(=O)[O-].[Na+] (sodium nitrite), [N+](=O)(O)[O-] (nitric acid), CC1=CC=C(C=C1)C(CCC)N1C(=NC=C1C(=O)OC)S (methyl 1-[1-(4-methylphenyl)butyl]-2-mercapto-1H-imidazole-5-carboxylate). The solvent is O (water). Yields the product CC1=CC=C(C=C1)C(CCC)N1C=NC=C1C(=O)OC (methyl 1-[1-(4-methylphenyl)butyl]-1H-imidazole-5-carboxylate). The yield is 86.0%. Reaction SMILES: N([O-])=O.[Na+].[N+]([O-])(O)=O.[CH3:9][C:10]1[CH:15]=[CH:14][C:13]([CH:16]([N:20]2[C:24]([C:25]([O:27][CH3:28])=[O:26])=[CH:23][N:22]=[C:21]2S)[CH2:17][CH2:18][CH3:19])=[CH:12][CH:11]=1>O>[CH3:9][C:10]1[CH:15]=[CH:14][C:13]([CH:16]([N:20]2[C:24]([C:25]([O:27][CH3:28])=[O:26])=[CH:23][N:22]=[CH:21]2)[CH2:17][CH2:18][CH3:19])=[CH:12][CH:11]=1 |f:0.1|. Procedure: 0.07 Parts of sodium nitrite and 0.6 parts of nitric acid were solved in 2 parts of deionisized water. 1.0 Part of methyl 1-[1-(4-methylphenyl)butyl]-2-mercapto-1H-imidazole-5-carboxylate was added portionwise at a temperature between 25° C. and 30° C. The precipitate was isolated, yielding 0.94 parts (86% ) of methyl 1-[1-(4-methylphenyl)butyl]-1H-imidazole-5-carboxylate mononitriate. This colourless salt has a melting point of 141°-143° C. (compound 1.15). The reactants are O=C([O-])O, CC(C)=O, Cl, [I-], O=N[O-], Cc1oc(-c2ccccc2)nc1COc1ccc(N)cn1, [Na+], [Na+], [Na+], O. Yields the product Cc1oc(-c2ccccc2)nc1COc1ccc(I)cn1. As a reaction SMILES: [C:29](=[O:30])([O-:31])[OH:32].[CH3:34][C:35](=[O:36])[CH3:37].[ClH:22].[I-:28].[N:23]([O-:24])=[O:25].[NH2:1][c:2]1[cH:3][cH:4][c:5]([O:8][CH2:9][c:10]2[n:11][c:12](-[c:16]3[cH:17][cH:18][cH:19][cH:20][cH:21]3)[o:13][c:14]2[CH3:15])[n:6][cH:7]1.[Na+:26].[Na+:27].[Na+:33].[OH2:38]>>[c:2]1([I:28])[cH:3][cH:4][c:5]([O:8][CH2:9][c:10]2[n:11][c:12](-[c:16]3[cH:17][cH:18][cH:19][cH:20][cH:21]3)[o:13][c:14]2[CH3:15])[n:6][cH:7]1. Reactants: C(CC)(=O)N.ClC1=CC=C(C=C1)N(C(CC)=O)[C@@H]1C[C@@H](N(C2=CC=C(C=C12)OC)C(=O)C=1OC=CC1)C(F)(F)F ((±)-Cis-N-(4-chloro-phenyl)-N-[1-(furan-2-carbonyl)-6-methoxy-2-trifluoromethyl-1,2,3,4-tetrahydro-quinolin-4-yl]-propionamide propionamide), ClC1=CC=C(C=C1)N(C(CC)=O)[C@@H]1C[C@@H](N(C2=CC=C(C=C12)OC)C(C1=CC=C(C=C1)F)=O)C(F)(F)F ((±)-cis-N-(4-chloro-phenyl)-N-[1-(4-fluoro-benzoyl)-6-methoxy-2-trifluoromethyl-1,2,3,4-tetrahydro-quinolin-4-yl]-propionamide), FC1=CC=C(C(=O)Cl)C=C1 (4-fluorobenzoyl chloride). Yields the product ClC1=CC=C(C=C1)N(C(CC)=O)[C@@H]1C[C@@H](N(C2=CC=C(C=C12)OC)C(=O)C=1OC=CC1)C(F)(F)F ((±)-Cis-N-(4-chloro-phenyl)-N-[1-(furan-2-carbonyl)-6-methoxy-2-trifluoromethyl-1,2,3,4-tetrahydro-quinolin-4-yl]-propionamide). Reaction SMILES: C(N)(=O)CC.[Cl:6][C:7]1[CH:12]=[CH:11][C:10]([N:13]([C@H:18]2[C:27]3[C:22](=[CH:23][CH:24]=[C:25]([O:28][CH3:29])[CH:26]=3)[N:21]([C:30]([C:32]3[O:33][CH:34]=[CH:35][CH:36]=3)=[O:31])[C@@H:20]([C:37]([F:40])([F:39])[F:38])[CH2:19]2)[C:14](=[O:17])[CH2:15][CH3:16])=[CH:9][CH:8]=1.ClC1C=CC(N([C@H]2C3C(=CC=C(OC)C=3)N(C(=O)C3C=CC(F)=CC=3)[C@@H](C(F)(F)F)C2)C(=O)CC)=CC=1.FC1C=CC(C(Cl)=O)=CC=1>>[Cl:6][C:7]1[CH:12]=[CH:11][C:10]([N:13]([C@H:18]2[C:27]3[C:22](=[CH:23][CH:24]=[C:25]([O:28][CH3:29])[CH:26]=3)[N:21]([C:30]([C:32]3[O:33][CH:34]=[CH:35][CH:36]=3)=[O:31])[C@@H:20]([C:37]([F:39])([F:38])[F:40])[CH2:19]2)[C:14](=[O:17])[CH2:15][CH3:16])=[CH:9][CH:8]=1 |f:0.1|. Reported procedure: (±)-Cis-N-(4-chloro-phenyl)-N-[1-(furan-2-carbonyl)-6-methoxy-2-trifluoromethyl-1,2,3,4-tetrahydro-quinolin-4-yl]-propionamide propionamide was made following the procedure for the synthesis of (±)-cis-N-(4-chloro-phenyl)-N-[1-(4-fluoro-benzoyl)-6-methoxy-2-trifluoromethyl-1,2,3,4-tetrahydro-quinolin-4-yl]-propionamide, substituting 2-furoyl chloride chloride for 4-fluorobenzoyl chloride.